This data is from the Open Reaction Database (ORD), a public repository of structured organic reaction records. The task is: describe an organic reaction: reactants, conditions, products, and yield Reactants: Br.Br.NC=1C=NC2=C(CCNCC2)N1 (2-amino-6,7,8,9-tetrahydro-5H-pyrazino[2,3-d]azepine dihydrobromide), ClC1=CC=C(C(=O)Cl)C=C1 (p-chloro-benzoyl chloride). Yields the product NC=1C=NC2=C(CCN(CC2)C(C2=CC=C(C=C2)Cl)=O)N1 (2-Amino-7-(p-chloro-benzoyl)-6,7,8,9-tetrahydro-5H-pyrazino[2,3-d]azepine). RXN SMILES: Br.Br.[NH2:3][C:4]1[CH:5]=[N:6][C:7]2[CH2:13][CH2:12][NH:11][CH2:10][CH2:9][C:8]=2[N:14]=1.[Cl:15][C:16]1[CH:24]=[CH:23][C:19]([C:20](Cl)=[O:21])=[CH:18][CH:17]=1>>[NH2:3][C:4]1[CH:5]=[N:6][C:7]2[CH2:13][CH2:12][N:11]([C:20](=[O:21])[C:19]3[CH:23]=[CH:24][C:16]([Cl:15])=[CH:17][CH:18]=3)[CH2:10][CH2:9][C:8]=2[N:14]=1 |f:0.1.2|. Procedure details: This compound was prepared analogous to Example 29 from 2-amino-6,7,8,9-tetrahydro-5H-pyrazino[2,3-d]azepine dihydrobromide and p-chloro-benzoyl chloride. Starting materials: Cc1cc(C)nc(NS(=O)(=O)c2ccc(NCc3ccc([N+](=O)[O-])cc3)cc2)n1, N[NH3+], C1CCOC1, O. Yields the product Cc1cc(C)nc(NS(=O)(=O)c2ccc(NCc3ccc(N)cc3)cc2)n1. Reaction SMILES: [CH3:1][c:2]1[n:3][c:4]([NH:9][S:10](=[O:11])(=[O:12])[c:13]2[cH:14][cH:15][c:16]([NH:19][CH2:20][c:21]3[cH:22][cH:23][c:24]([N+:27]([O-:28])=[O:29])[cH:25][cH:26]3)[cH:17][cH:18]2)[n:5][c:6]([CH3:8])[cH:7]1.[NH3+:31][NH2:32].[O:33]1[CH2:34][CH2:35][CH2:36][CH2:37]1.[OH2:30]>>[CH3:1][c:2]1[n:3][c:4]([NH:9][S:10](=[O:11])(=[O:12])[c:13]2[cH:14][cH:15][c:16]([NH:19][CH2:20][c:21]3[cH:22][cH:23][c:24]([NH2:27])[cH:25][cH:26]3)[cH:17][cH:18]2)[n:5][c:6]([CH3:8])[cH:7]1. The reactants are FC(C(=O)OC(C(F)(F)F)=O)(F)F (trifluoroacetic anhydride), ClC=1C=C(C=C(C1OC)OC)C=1N=C(SC1)C(=O)N (4-(3-chloro-4,5-dimethoxyphenyl)-thiazole-2-carboxamide), O (water). The solvent is N1=CC=CC=C1 (pyridine). Conditions: time 10 minute. The product is ClC=1C=C(C=C(C1OC)OC)C=1N=C(SC1)C#N (4-(3-chloro-4,5-dimethoxyphenyl)-thiazole-2-carbonitrile). Yield: 84.2%. Reaction SMILES: [Cl:1][C:2]1[CH:3]=[C:4]([C:12]2[N:13]=[C:14]([C:17]([NH2:19])=O)[S:15][CH:16]=2)[CH:5]=[C:6]([O:10][CH3:11])[C:7]=1[O:8][CH3:9].FC(F)(F)C(OC(=O)C(F)(F)F)=O.O>N1C=CC=CC=1>[Cl:1][C:2]1[CH:3]=[C:4]([C:12]2[N:13]=[C:14]([C:17]#[N:19])[S:15][CH:16]=2)[CH:5]=[C:6]([O:10][CH3:11])[C:7]=1[O:8][CH3:9]. Procedure details: A solution of 4-(3-chloro-4,5-dimethoxyphenyl)-thiazole-2-carboxamide (1.58 g) (Example 1c) in pyridine (9 ml) was cooled to 0° C. and treated with trifluoroacetic anhydride (4 ml) whilst maintaining the internal temperature below 10° C. The mixture was stirred at room temperature for 10 min, then cooled and treated dropwise with water (45 ml) whilst maintaining the internal temperature below 30° C. The precipitated solid was collected by filtration and dried under vacuum at 60° C. Recrystallisa... The reactants are O (water), OC[C@@H]1N(CCC1)C(=O)OC(C)(C)C ((R)-2-(hydroxymethyl)-1-pyrrolidinecarboxylic acid, 1,1-dimethylethyl ester). The solvent is C(Cl)Cl (methylene chloride), [Cr](=O)(=O)([O-])Cl.[NH+]1=CC=CC=C1 (pyridinium chlorochromate). Conditions: temperature 25 celsius, time 1 hour. Product: C(=O)[C@@H]1N(CCC1)C(=O)OC(C)(C)C ((R)-2-Formyl-1-pyrrolidinecarboxylic acid, 1,1-dimethylethyl ester). Yield: 102.0%. RXN SMILES: O.[OH:2][CH2:3][C@H:4]1[CH2:8][CH2:7][CH2:6][N:5]1[C:9]([O:11][C:12]([CH3:15])([CH3:14])[CH3:13])=[O:10]>C(Cl)Cl.[Cr](Cl)([O-])(=O)=O.[NH+]1C=CC=CC=1>[CH:3]([C@H:4]1[CH2:8][CH2:7][CH2:6][N:5]1[C:9]([O:11][C:12]([CH3:15])([CH3:14])[CH3:13])=[O:10])=[O:2] |f:3.4|. Reported procedure: To a water cooled (25° C.) solution of 10.0 g of (R)-2-(hydroxymethyl)-1-pyrrolidinecarboxylic acid, 1,1-dimethylethyl ester in 250 ml of dry methylene chloride is added in one portion 16.0 g of pyridinium chlorochromate, 36.0 g of dried, crushed 4Å molecular sieves and 4.5 ml of glacial acetic acid. The resulting mixture is stirred at 25° C. for one hour. Twenty-five grams of diatomaceous earth and 500 ml of diethyl ether is added, the suspension is filtered through a pad of diatomaceous earth ... Reactants: OC1=CC(OC2=CC=CC=C12)=O (4-hydroxy-chromen-2-one), C=O (formaldehyde), CC1(OC(=O)CC(=O)O1)C (Meldrum's acid), C(C)(=O)[O-].[NH4+] (ammonium acetate). Solvent: C(C)O (ethanol). The product is C(C)OC(CCC=1C(OC2=CC=CC=C2C1O)=O)=O (3-(4-Hydroxy-2-oxo-2H-chromen-3-yl)-propionic acid ethyl ester). The yield is 37.3%. As a reaction SMILES: [OH:1][C:2]1[C:11]2[C:6](=[CH:7][CH:8]=[CH:9][CH:10]=2)[O:5][C:4](=[O:12])[CH:3]=1.C=O.[CH3:15][C:16]1(C)O[C:21](=O)[CH2:20][C:18](=[O:19])[O:17]1.C([O-])(=O)C.[NH4+]>C(O)C>[CH2:16]([O:17][C:18](=[O:19])[CH2:20][CH2:21][C:3]1[C:4](=[O:12])[O:5][C:6]2[C:11]([C:2]=1[OH:1])=[CH:10][CH:9]=[CH:8][CH:7]=2)[CH3:15] |f:3.4|. Procedure: A solution of 4-hydroxy-chromen-2-one (2.0 g), aqueous formaldehyde (37%, 0.37 g), Meldrum's acid (1.77 g) and ammonium acetate (0.95 g) in ethanol (75 mL) was heated to reflux for 6 hours, then cooled to room temperature. The reaction mixture was conc. in vacuo to give the crude as yellow oil, which was purified by column chromatography to provide 3-(4-Hydroxy-2-oxo-2H-chromen-3-yl)-propionic acid ethyl ester as colorless oil (1.2 g). Reactants: NC1=NC=C(C=C1)Cl (2-amino-5-chloropyridine), BrBr (bromine). Solvent: C(Cl)Cl (CH2Cl2). Product: NC1=NC=C(C=C1Br)Cl (2-Amino-3-bromo-5-chloropyridine). As a reaction SMILES: [NH2:1][C:2]1[CH:7]=[CH:6][C:5]([Cl:8])=[CH:4][N:3]=1.[Br:9]Br>C(Cl)Cl>[NH2:1][C:2]1[C:7]([Br:9])=[CH:6][C:5]([Cl:8])=[CH:4][N:3]=1. Reported procedure: 20 g (77.8 mmol) of 2-amino-5-chloropyridine dissolved in 160 ml of CH2Cl2 are reacted with 8 ml of bromine, which is added dropwise at 0° C. After the addition is complete, the mixture is left to react at 25° C. for 2 h. The suspension is washed with 10% strength sodium hydroxide solution, and the organic phase is washed with water and then dried over MgSO4, filtered and evaporated. The compound obtained is recrystallized in isopropanol. M.p. 82° C. Starting materials: ClC1=CC=C(C=C1)C(C)(C)NC(CCCCCCCN1C=NC=C1)=O (N-[1-(4-chlorophenyl)-1-methylethyl]-8-(imidazol-1-yl)octanamide), B.C1CCOC1 (BH3/THF), solution. Run in C1CCOC1 (THF). Product: ClC1=CC=C(C=C1)C(C)(C)NCCCCCCCCN1C=NC=C1 (N-[1-(4-chlorophenyl)-1-methylethyl]-8-(imidazol-1-yl)octylamine). As a reaction SMILES: [Cl:1][C:2]1[CH:7]=[CH:6][C:5]([C:8]([NH:11][C:12](=O)[CH2:13][CH2:14][CH2:15][CH2:16][CH2:17][CH2:18][CH2:19][N:20]2[CH:24]=[CH:23][N:22]=[CH:21]2)([CH3:10])[CH3:9])=[CH:4][CH:3]=1.B.C1COCC1>C1COCC1>[Cl:1][C:2]1[CH:7]=[CH:6][C:5]([C:8]([NH:11][CH2:12][CH2:13][CH2:14][CH2:15][CH2:16][CH2:17][CH2:18][CH2:19][N:20]2[CH:24]=[CH:23][N:22]=[CH:21]2)([CH3:10])[CH3:9])=[CH:4][CH:3]=1 |f:1.2|. Procedure details: In a similar manner to Example 52d, a solution of N-[1-(4-chlorophenyl)-1-methylethyl]-8-(imidazol-1-yl)octanamide (5.9 g) in THF (130 ml) was reduced with BH3/THF (64.5 ml of a 1M solution) to give N-[1-(4-chlorophenyl)-1-methylethyl]-8-(imidazol-1-yl)octylamine, b.p. 210° C. (0.05 mmHg). Starting materials: BrCC(=O)C1=CC=CC=C1 (2-Bromoacetophenone), C(C)(=O)OCC(=S)N (2-acetoxythioacetamide), Cl (HCl). Solvent: O1CCOCC1 (dioxan). Conditions: time 30 minute. Yields the product OCC=1SC=C(N1)C1=CC=CC=C1 (2-Hydroxymethyl-4-phenylthiazole). RXN SMILES: Br[CH2:2][C:3]([C:5]1[CH:10]=[CH:9][CH:8]=[CH:7][CH:6]=1)=O.C([O:14][CH2:15][C:16]([NH2:18])=[S:17])(=O)C.Cl>O1CCOCC1>[OH:14][CH2:15][C:16]1[S:17][CH:2]=[C:3]([C:5]2[CH:10]=[CH:9][CH:8]=[CH:7][CH:6]=2)[N:18]=1. Reported procedure: 2-Bromoacetophenone (39.9 g; 0.2 mole) and 2-acetoxythioacetamide (30 g; 0.225 mole) were dissolved in dioxan (150 ml). The mixture was stirred and heated on a steam bath for 15 minutes, yielding a mass of crystals. Aqueous 5N HCl (40 ml) was added and the heating continued for a further 30 minutes. The dioxan was evaporated under vacuum and the residue neutralised with aqueous Na2CO3 solution. The solid was collected, washed with water and dried. After recrystallisation from benzene the product...